This data is from the Open Reaction Database (ORD), a public repository of structured organic reaction records. The task is: describe an organic reaction: reactants, conditions, products, and yield Starting materials: C(C1=CC=CC=C1)OC(=O)N[C@@H](CC(N)=O)C(=O)N[C@H]([C@@H](CN1[C@@H]2[C@H](C[C@H]1C(=O)NC(C)(C)C)CCC2)O)CC2=CC=CC=C2 (1-[3(S)-[[N-(benzyloxycarbonyl)-L-asparaginyl]amino]-2(R)-hydroxy-4-phenylbutyl]-N-tert.butyl-octahydro-(3aS,6aS)-cyclopenta[b]pyrrole-2(S)-carboxamide). The reagents and catalysts are [Pd] (palladium-on-carbon). Run in C(C)O (ethanol). The product is N[C@@H](CC(N)=O)C(=O)N[C@H]([C@@H](CN1[C@@H]2[C@H](C[C@H]1C(=O)NC(C)(C)C)CCC2)O)CC2=CC=CC=C2 (1-[3(S)-[[L-asparaginyl]amino]-2(R)-hydroxy-4-phenylbutyl]-N-tert.butyl-octahydro-(3aS,6aS)-cyclopenta[b]pyrrole-2(S)-carboxamide). The yield is 100.2%. As a reaction SMILES: C(OC([NH:11][C@H:12]([C:17]([NH:19][C@@H:20]([CH2:39][C:40]1[CH:45]=[CH:44][CH:43]=[CH:42][CH:41]=1)[C@H:21]([OH:38])[CH2:22][N:23]1[C@H:27]([C:28]([NH:30][C:31]([CH3:34])([CH3:33])[CH3:32])=[O:29])[CH2:26][C@@H:25]2[CH2:35][CH2:36][CH2:37][C@H:24]12)=[O:18])[CH2:13][C:14](=[O:16])[NH2:15])=O)C1C=CC=CC=1>C(O)C.[Pd]>[NH2:11][C@H:12]([C:17]([NH:19][C@@H:20]([CH2:39][C:40]1[CH:45]=[CH:44][CH:43]=[CH:42][CH:41]=1)[C@H:21]([OH:38])[CH2:22][N:23]1[C@H:27]([C:28]([NH:30][C:31]([CH3:33])([CH3:34])[CH3:32])=[O:29])[CH2:26][C@@H:25]2[CH2:35][CH2:36][CH2:37][C@H:24]12)=[O:18])[CH2:13][C:14](=[O:16])[NH2:15]. Procedure: A solution of 397 mg of 1-[3(S)-[[N-(benzyloxycarbonyl)-L-asparaginyl]amino]-2(R)-hydroxy-4-phenylbutyl]-N-tert.butyl-octahydro-(3aS,6aS)-cyclopenta[b]pyrrole-2(S)-carboxamide in 20 ml of ethanol was hydrogenated over 10% palladium-on-carbon at 20° C. and under atmospheric pressure for 4 hours, The catalyst was removed by filtration and the filtrate was evaporated to give 312 mg of 1-[3(S)-[[L-asparaginyl]amino]-2(R)-hydroxy-4-phenylbutyl]-N-tert.butyl-octahydro-(3aS,6aS)-cyclopenta[b]pyrrole-2(... Reactants: BrC=1C=C(CCOCCC(=O)OC(C)(C)C)C=CC1 (tert-butyl 3-(3-bromophenethoxy)propanoate), CN(C)C=O (DMF). Reagents/catalysts: C=1C=CC(=CC1)[P](C=2C=CC=CC2)(C=3C=CC=CC3)[Pd]([P](C=4C=CC=CC4)(C=5C=CC=CC5)C=6C=CC=CC6)([P](C=7C=CC=CC7)(C=8C=CC=CC8)C=9C=CC=CC9)[P](C=1C=CC=CC1)(C=1C=CC=CC1)C=1C=CC=CC1 (Pd(Ph3P)4), [C-]#N.[Zn+2].[C-]#N (zinc cyanide). The solvent is C(C)(=O)OCC (ethyl acetate). Reaction conditions: temperature 130 celsius, time 30 minute. The product is C(#N)C=1C=C(CCOCCC(=O)OC(C)(C)C)C=CC1 (tert-Butyl 3-(3-cyanophenethoxy)propanoate). RXN SMILES: Br[C:2]1[CH:3]=[C:4]([CH:17]=[CH:18][CH:19]=1)[CH2:5][CH2:6][O:7][CH2:8][CH2:9][C:10]([O:12][C:13]([CH3:16])([CH3:15])[CH3:14])=[O:11].[CH3:20][N:21](C=O)C>C(OCC)(=O)C.C1C=CC([P]([Pd]([P](C2C=CC=CC=2)(C2C=CC=CC=2)C2C=CC=CC=2)([P](C2C=CC=CC=2)(C2C=CC=CC=2)C2C=CC=CC=2)[P](C2C=CC=CC=2)(C2C=CC=CC=2)C2C=CC=CC=2)(C2C=CC=CC=2)C2C=CC=CC=2)=CC=1.[C-]#N.[Zn+2].[C-]#N>[C:20]([C:2]1[CH:3]=[C:4]([CH:17]=[CH:18][CH:19]=1)[CH2:5][CH2:6][O:7][CH2:8][CH2:9][C:10]([O:12][C:13]([CH3:16])([CH3:15])[CH3:14])=[O:11])#[N:21] |f:4.5.6,^1:34,36,55,74|. Procedure details: Pd(Ph3P)4 (0.53 g) was added in one portion to tert-butyl 3-(3-bromophenethoxy)propanoate [Preparation 3, Step i)] (3.00 g), and zinc cyanide (1.68 g) in DMF (35 mL) under nitrogen. The resulting mixture was stirred at 130° C. for 30 min. The reaction mixture was diluted with ethyl acetate (100 mL) and filtered through Celite. Isohexane (100 mL) was added and the mixture was washed with water (4×20 mL). The organic layer was dried over magnesium sulfate, filtered and evaporated to afford crude p... The reactants are C([O-])([O-])=O.[Cs+].[Cs+] (cesium carbonate), BrCC(=O)OCC (ethyl bromoacetate), IC1=C(C=CC=C1)O (o-iodophenol). The solvent is CC(=O)C (acetone). Run at time 1 hour. Yields the product C(C)OC(COC1=C(C=CC=C1)I)=O ((2-Iodo-phenoxy)-acetic acid ethyl ester). RXN SMILES: [I:1][C:2]1[CH:7]=[CH:6][CH:5]=[CH:4][C:3]=1[OH:8].C(=O)([O-])[O-].[Cs+].[Cs+].Br[CH2:16][C:17]([O:19][CH2:20][CH3:21])=[O:18]>CC(C)=O>[CH2:20]([O:19][C:17](=[O:18])[CH2:16][O:8][C:3]1[CH:4]=[CH:5][CH:6]=[CH:7][C:2]=1[I:1])[CH3:21] |f:1.2.3|. Reported procedure: 9.10 g (41.4 mmol) of o-iodophenol was dissolved in 102 ml of acetone and treated subsequently at 0° C. with 14.8 g (1.1 eq.) of cesium carbonate and 4.57 ml (1.0 eq.) of ethyl bromoacetate. After vigorous stirring for 1 h at ambient temperature and filtration, the bulk of solvent was evaporated and the residue redissolved in AcOEt. Washing with water, drying over magnesium sulfate, and evaporation of the solvents finally produced 12.66 g of pure title compound as colorless oil. Reactants: CO, O=Cc1c(Cl)cc(C(F)(F)F)cc1Cl, N#CC(N)=C(N)C#N. Product: N#CC(N)=C(C#N)N=Cc1c(Cl)cc(C(F)(F)F)cc1Cl. RXN SMILES: [CH3:23][OH:24].[Cl:9][c:10]1[c:11]([CH:12]=[O:13])[c:14]([Cl:22])[cH:15][c:16]([C:18]([F:19])([F:20])[F:21])[cH:17]1.[NH2:1][C:2](=[C:3]([C:4]#[N:5])[NH2:6])[C:7]#[N:8]>>[NH2:1][C:2](=[C:3]([C:4]#[N:5])[N:6]=[CH:12][c:11]1[c:10]([Cl:9])[cH:17][c:16]([C:18]([F:19])([F:20])[F:21])[cH:15][c:14]1[Cl:22])[C:7]#[N:8]. Starting materials: C(C)(=O)O.C(C)(=O)O.IC1=CC=CC=C1 (iodobenzene diacetate), C(C(C)C)C1=CC=C(C=C1)C(CC)=O (p-isobutylpropiophenone), COC(OC)OC (trimethylorthoformate), S(O)(O)(=O)=O (sulfuric acid). Run at time 6 hour. The product is COC(=O)C(C)C1=CC=C(CC(C)C)C=C1 (ibuprofen methylester). Yield: 79.0%. Reaction SMILES: C(O)(=O)C.C(O)(=O)C.IC1C=CC=CC=1.[CH2:16]([C:20]1[CH:25]=[CH:24][C:23]([C:26](=O)[CH2:27]C)=[CH:22][CH:21]=1)[CH:17]([CH3:19])[CH3:18].[CH3:30][O:31][CH:32](OC)[O:33]C.S(=O)(=O)(O)O>>[CH3:30][O:31][C:32]([CH:26]([C:23]1[CH:22]=[CH:21][C:20]([CH2:16][CH:17]([CH3:18])[CH3:19])=[CH:25][CH:24]=1)[CH3:27])=[O:33] |f:0.1.2|. Procedure: To a suspension of iodobenzene diacetate (322 grams(g), 1.0 mol) in a solution of p-isobutylpropiophenone (190 g, 1.0 mol) in trimethylorthoformate (109 ml, 1.0 mol) was added, dropwise, concentrated sulfuric acid (about 96% H2SO4, 10.7 ml, 0.2 mol) at 3° C. with stirring over 40 minutes. The resulting reaction mixture was stirred 6 hours at 0° C. to 15° C. The ensuing reaction was quenched by adding 200 ml deionized water. HPLC (high performance liquid chromatography) analysis of the resulting ...